From a dataset of the Open Reaction Database (ORD), a public repository of structured organic reaction records. describe an organic reaction: reactants, conditions, products, and yield Reactants: N1(N=CC2=CC=CC=C12)C=1C=C(C=CC1)O (3-(1H-indazol-1-yl)phenol), BrC1=CC=2N(C3=CC=CC=C3C2C=C1)C1=NC=CC=C1 (2-bromo-9-(pyridin-2-yl)-9H-carbazole), N1=C(C=CC=C1)C(=O)O (picolinic acid), [O-]P(=O)([O-])[O-].[K+].[K+].[K+] (K3PO4). Reagents/catalysts: [Cu]I (CuI). Reaction conditions: temperature 95 celsius, time 3 day. The product is N1(N=CC2=CC=CC=C12)C=1C=C(OC2=CC=3N(C4=CC=CC=C4C3C=C2)C2=NC=CC=C2)C=CC1 (2-(3-(1H-indazol-1-yl)phenoxy)-9-(pyridin-2-yl)-9H-carbazole), solid. Yield: 88.0%. Reaction SMILES: [N:1]1([C:10]2[CH:11]=[C:12]([OH:16])[CH:13]=[CH:14][CH:15]=2)[C:9]2[C:4](=[CH:5][CH:6]=[CH:7][CH:8]=2)[CH:3]=[N:2]1.Br[C:18]1[CH:30]=[CH:29][C:28]2[C:27]3[C:22](=[CH:23][CH:24]=[CH:25][CH:26]=3)[N:21]([C:31]3[CH:36]=[CH:35][CH:34]=[CH:33][N:32]=3)[C:20]=2[CH:19]=1.N1C=CC=CC=1C(O)=O.[O-]P([O-])([O-])=O.[K+].[K+].[K+]>[Cu]I>[N:1]1([C:10]2[CH:11]=[C:12]([CH:13]=[CH:14][CH:15]=2)[O:16][C:18]2[CH:30]=[CH:29][C:28]3[C:27]4[C:22](=[CH:23][CH:24]=[CH:25][CH:26]=4)[N:21]([C:31]4[CH:36]=[CH:35][CH:34]=[CH:33][N:32]=4)[C:20]=3[CH:19]=2)[C:9]2[C:4](=[CH:5][CH:6]=[CH:7][CH:8]=2)[CH:3]=[N:2]1 |f:3.4.5.6|. Procedure: To a dry Shlenck tube equipped with a magnetic stir bar was added 3-(1H-indazol-1-yl)phenol 2 (630 mg, 3.0 mmol, 1.0 eq), 2-bromo-9-(pyridin-2-yl)-9H-carbazole (1163 mg, 3.6 mmol, 1.2 eq), CuI (57 mg, 0.3 mmol, 0.1 eq), picolinic acid (74 mg, 0.6 mmol, 0.2 eq) and K3PO4 (1273 mg, 6.0 mmol, 2.0 eq). The tube was evacuated and backfilled with nitrogen. The evacuation and backfill procedure was repeated for another twice. Then solvent DMSO (9 mL) was added under the protection of nitrogen. The mixt... Starting materials: CC(C)(C)OC(=O)NCCc1ccc(Oc2cccc(C#N)n2)cc1, CS(C)=O, [K+], [K+], O=C([O-])[O-], OO. Yields the product CC(C)(C)OC(=O)NCCc1ccc(Oc2cccc(C(N)=O)n2)cc1. Reaction SMILES: [C:1]([CH3:2])([CH3:3])([CH3:4])[O:5][C:6]([NH:7][CH2:8][CH2:9][c:10]1[cH:11][cH:12][c:13]([O:16][c:17]2[n:18][c:19]([C:23]#[N:24])[cH:20][cH:21][cH:22]2)[cH:14][cH:15]1)=[O:25].[CH3:34][S:35]([CH3:36])=[O:37].[K+:26].[K+:27].[O-:28][C:29]([O-:30])=[O:31].[OH:32][OH:33]>>[C:1]([CH3:2])([CH3:3])([CH3:4])[O:5][C:6]([NH:7][CH2:8][CH2:9][c:10]1[cH:11][cH:12][c:13]([O:16][c:17]2[n:18][c:19]([C:23]([NH2:24])=[O:28])[cH:20][cH:21][cH:22]2)[cH:14][cH:15]1)=[O:25]. Reactants: C(C)(C)(C)OC(=O)N([C@H](C)C1=CC=CC2=CC=CC=C12)C[C@H]1CN(C[C@@H]1C1=CC=CC=C1)C(CCCCC(=O)O)=O (6-[(3R,4S)-3-({(tert-butoxycarbonyl)[(1R)-1-(1-naphthyl)ethyl]amino}methyl)-4-phenylpyrrolidin-1-yl]-6-oxohexanoic acid), Cl.O1CCOCC1 (hydrogen chloride 1,4-dioxane), CO (methanol). Product: Cl.C1(=CC=CC2=CC=CC=C12)[C@@H](C)NC[C@H]1CN(C[C@@H]1C1=CC=CC=C1)C(CCCCC(=O)O)=O (6-[(3S,4S)-3-({[(1R)-1-(1-naphthyl)ethyl]amino}methyl)-4-phenylpyrrolidin-1-yl]-6-oxohexanoic acid hydrochloride). RXN SMILES: C(OC([N:8]([CH2:21][C@@H:22]1[C@@H:26]([C:27]2[CH:32]=[CH:31][CH:30]=[CH:29][CH:28]=2)[CH2:25][N:24]([C:33](=[O:41])[CH2:34][CH2:35][CH2:36][CH2:37][C:38]([OH:40])=[O:39])[CH2:23]1)[C@@H:9]([C:11]1[C:20]2[C:15](=[CH:16][CH:17]=[CH:18][CH:19]=2)[CH:14]=[CH:13][CH:12]=1)[CH3:10])=O)(C)(C)C.CO.[ClH:44].O1CCOCC1>>[ClH:44].[C:11]1([C@H:9]([NH:8][CH2:21][C@@H:22]2[C@@H:26]([C:27]3[CH:32]=[CH:31][CH:30]=[CH:29][CH:28]=3)[CH2:25][N:24]([C:33](=[O:41])[CH2:34][CH2:35][CH2:36][CH2:37][C:38]([OH:40])=[O:39])[CH2:23]2)[CH3:10])[C:20]2[C:15](=[CH:16][CH:17]=[CH:18][CH:19]=2)[CH:14]=[CH:13][CH:12]=1 |f:2.3,4.5|. Procedure: A 237 mg portion of 6-[(3R,4S)-3-({(tert-butoxycarbonyl)[(1R)-1-(1-naphthyl)ethyl]amino}methyl)-4-phenylpyrrolidin-1-yl]-6-oxohexanoic acid was dissolved in 2.0 ml of 4 M hydrogen chloride/1,4-dioxane solution and 2.0 ml of methanol at room temperature and stirred for 62Hours. The reaction solution was concentrated under a reduced pressure, and the thus obtained residue was purified by a silica gel column chromatography (chloroform-methanol) and then dissolved in 2.0 ml of ethyl acetate, mixed w...